Dataset: the Open Reaction Database (ORD), a public repository of structured organic reaction records. Task: describe an organic reaction: reactants, conditions, products, and yield The reactants are O=C(O)C1CSCCCCCCCC(C(=O)O)C(=O)N1, C1CCNCC1, Cl, c1ccncc1. The product is C=C1CCCCCCCSCC(C(=O)O)NC1=O. As a reaction SMILES: [C:1]([OH:2])(=[O:3])[CH:4]1[C:5](=[O:20])[NH:6][CH:7]([C:17](=[O:18])[OH:19])[CH2:8][S:9][CH2:10][CH2:11][CH2:12][CH2:13][CH2:14][CH2:15][CH2:16]1.[CH2:21]1[CH2:22][CH2:23][NH:24][CH2:25][CH2:26]1.[ClH:27].[cH:28]1[cH:29][cH:30][n:31][cH:32][cH:33]1>>[CH2:1]=[C:4]1[C:5](=[O:20])[NH:6][CH:7]([C:17](=[O:18])[OH:19])[CH2:8][S:9][CH2:10][CH2:11][CH2:12][CH2:13][CH2:14][CH2:15][CH2:16]1. Reactants: C(C=C)N1[C@@H](CN[C@H](C1)C)C ((2R,5S)-1-allyl-2,5-dimethylpiperazine), N1N=NC2=C1C=CC=C2 (benzotriazole), FC=1C=C(C=CC1)N(C(C1=CC(=CC=C1)C=O)=O)C (N-(3-fluorophenyl)-3-formyl-N-methylbenzamide). Run in C1(=CC=CC=C1)C (toluene). Yields the product FC=1C=C(C=CC1)N(C(C1=CC=CC=C1)=O)C (N-(3-fluorophenyl)-N-methylbenzamide). RXN SMILES: C(N1C[C@H](C)NC[C@H]1C)C=C.N1C2C=CC=CC=2N=N1.[F:21][C:22]1[CH:23]=[C:24]([N:28]([CH3:39])[C:29](=[O:38])[C:30]2[CH:35]=[CH:34][CH:33]=[C:32](C=O)[CH:31]=2)[CH:25]=[CH:26][CH:27]=1>C1(C)C=CC=CC=1>[F:21][C:22]1[CH:23]=[C:24]([N:28]([CH3:39])[C:29](=[O:38])[C:30]2[CH:31]=[CH:32][CH:33]=[CH:34][CH:35]=2)[CH:25]=[CH:26][CH:27]=1. Reported procedure: Crude 3-((2R,5S)-4-allyl-2,5-dimethyl-1-piperazinyl)-3-(1H-benzotriazol-1-yl)methyl)-N-(3-fluorophenyl)-N-methylbenzamide was prepared from (2R,5S)-1-allyl-2,5-dimethylpiperazine (1.89 g), benzotriazole (1.39 g), and N-(3-fluorophenyl)-3-formyl-N-methylbenzamide (3.0 g) in toluene as described in Example 16. Method B. Starting materials: O=C(O)c1cc(S(=O)(=O)Cl)ccc1Br, C1CSCCN1, ClCCl. Yields the product O=C(O)c1cc(S(=O)(=O)N2CCSCC2)ccc1Br. RXN SMILES: [Br:1][c:2]1[c:3]([C:4](=[O:5])[OH:6])[cH:7][c:8]([S:11](=[O:12])(=[O:13])[Cl:14])[cH:9][cH:10]1.[CH2:15]1[CH2:16][S:17][CH2:18][CH2:19][NH:20]1.[CH2:21]([Cl:22])[Cl:23]>>[Br:1][c:2]1[c:3]([C:4](=[O:5])[OH:6])[cH:7][c:8]([S:11](=[O:12])(=[O:13])[N:20]2[CH2:15][CH2:16][S:17][CH2:18][CH2:19]2)[cH:9][cH:10]1. The reactants are B, C1CCOC1, O=C(O)c1cc(O)ccc1Cl. Product: OCc1cc(O)ccc1Cl. Reaction SMILES: [BH3:12].[CH2:13]1[O:14][CH2:15][CH2:16][CH2:17]1.[Cl:1][c:2]1[c:3]([C:4](=[O:5])[OH:6])[cH:7][c:8]([OH:11])[cH:9][cH:10]1>>[Cl:1][c:2]1[c:3]([CH2:4][OH:5])[cH:7][c:8]([OH:11])[cH:9][cH:10]1. Reactants: [N+](=O)([O-])C=1C=C(C(=O)O)C=C(C1OC1=CC=CC=C1)[N+](=O)[O-] (3,5-dinitro-4-phenoxy-benzoic acid), S(O)(O)(=O)=O (sulphuric acid), CO (methanol). Conditions: time 3 hour. Yields the product COC(C1=CC(=C(C(=C1)[N+](=O)[O-])OC1=CC=CC=C1)[N+](=O)[O-])=O (3,5-Dinitro-4-phenoxy-benzoic acid methyl ester). Reaction SMILES: [N+:1]([C:4]1[CH:5]=[C:6]([CH:10]=[C:11]([N+:20]([O-:22])=[O:21])[C:12]=1[O:13][C:14]1[CH:19]=[CH:18][CH:17]=[CH:16][CH:15]=1)[C:7]([OH:9])=[O:8])([O-:3])=[O:2].S(=O)(=O)(O)O.[CH3:28]O>>[CH3:28][O:8][C:7](=[O:9])[C:6]1[CH:5]=[C:4]([N+:1]([O-:3])=[O:2])[C:12]([O:13][C:14]2[CH:19]=[CH:18][CH:17]=[CH:16][CH:15]=2)=[C:11]([N+:20]([O-:22])=[O:21])[CH:10]=1. Procedure details: 30 g of 3,5-dinitro-4-phenoxy-benzoic acid in 200 ml of methanol are combined with 3 ml of concentrated sulphuric acid and the whole is boiled for 3 hours under reflux. After evaporation of the solvent, the residue is dissolved in ethyl acetate, and traces of unreacted acid are destroyed with dilute sodium bicarbonate solution. After drying of the ethyl acetate solution, the solvent is eliminated by evaporation, the residue is recrystallised from ethyl acetate/methanol. The desired ester melting... Starting materials: O=C([O-])C(O)C(O)C(=O)[O-], CCOC(=O)c1ccc2nc(NC3CCc4ccccc43)ccc2c1, C[Al](C)C, Cc1ccccc1, NCc1ccc(F)cc1, [K+], [Na+], C1COCCO1. The product is O=C(NCc1ccc(F)cc1)c1ccc2nc(NC3CCc4ccccc43)ccc2c1. As a reaction SMILES: [C:39]([CH:40]([CH:41]([C:42]([O-:43])=[O:44])[OH:45])[OH:46])([O-:47])=[O:48].[CH2:14]([O:16][C:17](=[O:15])[c:19]1[cH:20][c:21]2[cH:22][cH:23][c:24]([NH:29][CH:30]3[CH2:31][CH2:32][c:33]4[cH:34][cH:35][cH:36][cH:37][c:38]43)[n:25][c:26]2[cH:27][cH:28]1)[CH3:18].[CH3:10][Al:11]([CH3:12])[CH3:13].[CH3:57][c:58]1[cH:59][cH:60][cH:61][cH:62][cH:63]1.[F:1][c:2]1[cH:3][cH:4][c:5]([CH2:6][NH2:7])[cH:8][cH:9]1.[K+:49].[Na+:50].[O:51]1[CH2:52][CH2:53][O:54][CH2:55][CH2:56]1>>[F:1][c:2]1[cH:3][cH:4][c:5]([CH2:6][NH:7][C:17](=[O:16])[c:19]2[cH:20][c:21]3[cH:22][cH:23][c:24]([NH:29][CH:30]4[CH2:31][CH2:32][c:33]5[cH:34][cH:35][cH:36][cH:37][c:38]54)[n:25][c:26]3[cH:27][cH:28]2)[cH:8][cH:9]1. Reactants: BrC=1C=C(C(=NC1)NCCCCN)C (4-(5-Bromo-3-methylpyrid-2-ylamino)butylamine), COC1=NS(N=C1OC)=O (3,4-dimethoxy-1,2,5-thiadiazole-1-oxide), N (ammonia). Run in CO (methanol). Reaction conditions: time 2 hour. Product: NC=1C(=NS(N1)=O)NCCCCNC1=NC=C(C=C1C)Br (4-amino-3-[4-(5-bromo-3-methylpyrid-2-ylamino)-butylamino]-1,2,5-thiadiazole-1-oxide). The yield is 45.0%. RXN SMILES: [Br:1][C:2]1[CH:3]=[C:4]([CH3:14])[C:5]([NH:8][CH2:9][CH2:10][CH2:11][CH2:12][NH2:13])=[N:6][CH:7]=1.CO[C:17]1[C:21](OC)=[N:20][S:19](=[O:24])[N:18]=1.[NH3:25]>CO>[NH2:25][C:17]1[C:21]([NH:13][CH2:12][CH2:11][CH2:10][CH2:9][NH:8][C:5]2[C:4]([CH3:14])=[CH:3][C:2]([Br:1])=[CH:7][N:6]=2)=[N:20][S:19](=[O:24])[N:18]=1. Procedure details: 4-(5-Bromo-3-methylpyrid-2-ylamino)butylamine (0.7 g) in methanol was reacted with 3,4-dimethoxy-1,2,5-thiadiazole-1-oxide (0.44 g) overnight at room temperature. Methanolic ammonia (25 ml) was added and the reaction mixture was stirred for 2 hours. After evaporation, the residue was recrystallised from a mixture of acetonitrile and ether to yield 4-amino-3-[4-(5-bromo-3-methylpyrid-2-ylamino)-butylamino]-1,2,5-thiadiazole-1-oxide (0.45 g, 45%) m.p. 212°-214° C. dec. Reaction conditions: temperature 70 celsius, time 16 hour. The reactants are C(C)(C)O (isopropanol), ClC=1C=C(OC=2C=NC=CC2)C=CC1 (3-(m-chlorophenoxy)pyridine), C(C)(=O)OO (peracetic acid). As a reaction SMILES: [Cl:1][C:2]1[CH:3]=[C:4]([CH:12]=[CH:13][CH:14]=1)[O:5][C:6]1[CH:7]=[N:8][CH:9]=[CH:10][CH:11]=1.C(OO)(=[O:17])C.C(O)(C)C>C(O)(=O)C>[Cl:1][C:2]1[CH:3]=[C:4]([CH:12]=[CH:13][CH:14]=1)[O:5][C:6]1[CH:7]=[N+:8]([O-:17])[CH:9]=[CH:10][CH:11]=1. Yields the product ClC=1C=C(OC=2C=[N+](C=CC2)[O-])C=CC1 (3-(m-chlorophenoxy)pyridine N-oxide). The solvent is C(C)(=O)O (acetic acid), C(C)(=O)O (acetic acid). Reported procedure: A solution of 110 g of 3-(m-chlorophenoxy)pyridine [Agr. Biol. Chem., 34, 68 (1970)] at 35° C. in 125 ml of glacial acetic acid is treated with 112 g of 40% peracetic acid in acetic acid in four equal portions. The mixture is held at 27° C. for 16 hours and heated at reflux for 1 hour. The mixture is cooled to 70° C., 100 ml of isopropanol is added and the mixture is heated at 95° C. for 1 hour. The warm mixture is concentrated at reduced pressure, dissolved in 500 ml of dichloromethane and extr... Reactants: C(=O)(OC(C)(C)C)N[C@@H](CC1=CC=C(C=C1)O)C(=O)O (Boc-tyrosine), C1=C(C=CC2=CC=CC=C12)NC([C@@H](NC)CCCNC(=O)OC(C)(C)C)=O (Nδ-Boc-Nα-methylornithine β-naphthylamide). The product is C1=C(C=CC2=CC=CC=C12)NC([C@@H](N(C)C([C@@H](NC(=O)OC(C)(C)C)CC1=CC=C(C=C1)O)=O)CCCNC(=O)OC(C)(C)C)=O (Boc-Tyrosyl-Nδ-Boc-Nα-Methylornithine β-Naphthylamide). Yield: 57.6%. As a reaction SMILES: [C:1]([NH:8][C@H:9]([C:18]([OH:20])=O)[CH2:10][C:11]1[CH:16]=[CH:15][C:14]([OH:17])=[CH:13][CH:12]=1)([O:3][C:4]([CH3:7])([CH3:6])[CH3:5])=[O:2].[CH:21]1[C:30]2[C:25](=[CH:26][CH:27]=[CH:28][CH:29]=2)[CH:24]=[CH:23][C:22]=1[NH:31][C:32](=[O:47])[C@H:33]([CH2:36][CH2:37][CH2:38][NH:39][C:40]([O:42][C:43]([CH3:46])([CH3:45])[CH3:44])=[O:41])[NH:34][CH3:35]>>[CH:21]1[C:30]2[C:25](=[CH:26][CH:27]=[CH:28][CH:29]=2)[CH:24]=[CH:23][C:22]=1[NH:31][C:32](=[O:47])[C@H:33]([CH2:36][CH2:37][CH2:38][NH:39][C:40]([O:42][C:43]([CH3:45])([CH3:44])[CH3:46])=[O:41])[N:34]([C:18](=[O:20])[C@H:9]([CH2:10][C:11]1[CH:12]=[CH:13][C:14]([OH:17])=[CH:15][CH:16]=1)[NH:8][C:1]([O:3][C:4]([CH3:5])([CH3:6])[CH3:7])=[O:2])[CH3:35]. Reported procedure: Boc-tyrosine (400 mg) and Nδ-Boc-Nα-methylornithine β-naphthylamide (454 mg) were coupled (Procedure B) to afford titled compound (447 mg) as a glassy solid: 1H NMR (400 MHz, CDCl3) δ1.50 (m, 21H), 1.77 (m, 1H), 2.73 (s, 3H), 2.76 (m, 2H), 2.99 (dd, J=10.8; 6.8 Hz, 1H), 3.09 (dd, J=12.8; 13.2 Hz, 1H), 4.70 (m, 1H), 4.87 (m, 1H), 6.89 (d, J=8.0 Hz, 2H), 7.09 (d, J=8.0 Hz, 2H), 7.41 (m, 2H), 7.75 (m, 4H), and 8.26 (s, 1H). Starting materials: androsta-1,3,5,9(11)-tetraene-17-one 3-diethylenamine, ClC(=COCC)[Li] (2-chloro-2-lithio-1-ethoxyethylene), BrC(C=O)=C1CC[C@H]2[C@@H]3CCC4=CC(CC[C@]4(C)C3=CC[C@]12C)=O (20-Bromopregna-4,9(11),17(20)-trien-3-one-21-al), product. Reaction SMILES: [Cl:1][C:2]([Li])=[CH:3][O:4]CC.BrC(=[C:12]1[C@:29]2([CH3:30])[C@H:15]([C@H:16]3[C:26](=[CH:27][CH2:28]2)[C@:24]2([CH3:25])[C:19](=[CH:20][C:21](=[O:31])[CH2:22][CH2:23]2)[CH2:18][CH2:17]3)[CH2:14][CH2:13]1)C=O>>[Cl:1][C:2](=[C:12]1[C@:29]2([CH3:30])[C@H:15]([C@H:16]3[C:26](=[CH:27][CH2:28]2)[C@:24]2([CH3:25])[C:19](=[CH:20][C:21](=[O:31])[CH:22]=[CH:23]2)[CH2:18][CH2:17]3)[CH2:14][CH2:13]1)[CH:3]=[O:4]. Procedure details: reacting androsta-1,3,5,9(11)-tetraene-17-one-3-diethylenamine with a cis-trans mixture of 2-chloro-2-lithio-1-ethoxyethylene to give a compound of the formula: ##STR38## (2) hydrolysis of the product of step (1) with acid to give 20-chloropregna 1,4,9(11),17(20)-tetraen-3-one-21-al (IVb) and Product: ClC(C=O)=C1CC[C@H]2[C@@H]3CCC4=CC(C=C[C@]4(C)C3=CC[C@]12C)=O (20-chloropregna 1,4,9(11),17(20)-tetraen-3-one-21-al).